This data is from the Open Reaction Database (ORD), a public repository of structured organic reaction records. The task is: describe an organic reaction: reactants, conditions, products, and yield Starting materials: Cl (HCl), C1(=CC=CC=C1)C1CNCCO1 (2-Phenylmorpholine), BH(OAc)3, BrC1=CC=C(C=O)C=C1 (4-Bromobenzaldehyde). Run in C1CCOC1 (THF). Reaction conditions: time 8 hour. The product is BrC1=CC=C(CN2CC(OCC2)C2=CC=CC=C2)C=C1 (4-(4-Bromo-benzyl)-2-phenyl morpholine). RXN SMILES: [Br:1][C:2]1[CH:9]=[CH:8][C:5]([CH:6]=O)=[CH:4][CH:3]=1.Cl.[C:11]1([CH:17]2[O:22][CH2:21][CH2:20][NH:19][CH2:18]2)[CH:16]=[CH:15][CH:14]=[CH:13][CH:12]=1>C1COCC1>[Br:1][C:2]1[CH:9]=[CH:8][C:5]([CH2:6][N:19]2[CH2:20][CH2:21][O:22][CH:17]([C:11]3[CH:12]=[CH:13][CH:14]=[CH:15][CH:16]=3)[CH2:18]2)=[CH:4][CH:3]=1. Procedure: 429 mg of 4-Bromobenzaldehyde was dissolved in 6 mL of THF and 386 mg of the HCl salt of 2-Phenylmorpholine (Array) and 1.15 g of MP-BH(OAc)3 (2.77 mmol/g) was added. The reaction was agitated on an orbital shaker overnight at room temperature. The reaction was filtered and the resin washed several times with dichloromethane. The filtrate was concentrated and purified by flash chromatography. Yield: 281 mg. Reactants: NC=1C=CC(=NC1)C (5-Amino-2-picoline), FC=1C=CC(=NC1)C (5-fluoro-2-picoline), CCOCC (ether), N(=O)OCCCC (n-butyl nitrite). Run in C(C)O (ethanol), F[B-](F)(F)F.[H+] (fluoroboric acid). Run at temperature 20 celsius, time 3 hour. Product: FC1=CC=C([N+](=C1)[O-])C (5-Fluoro-2-picoline N-oxide). RXN SMILES: [F:1][C:2]1[CH:3]=[CH:4][C:5]([CH3:8])=[N:6][CH:7]=1.NC1C=CC(C)=NC=1.N(OCCCC)=[O:18].CCOCC>C(O)C.F[B-](F)(F)F.[H+]>[F:1][C:2]1[CH:7]=[N+:6]([O-:18])[C:5]([CH3:8])=[CH:4][CH:3]=1 |f:5.6|. Procedure: Preparation of 5-fluoro-2-picoline was based on E. J. Blanz, F. A. French, J. R. DoAmaral and D. A. French, J. Med. Chem. 1970, 13, 1124–1130. 5-Amino-2-picoline (12.5 g) in ethanol (105 ml) and 50% fluoroboric acid (44.5 ml) was stirred at −5° C. and treated dropwise over 45 mins. with n-butyl nitrite (31.25 ml). The solution was maintained at this temp. for 3 hours, treated with ether (100 ml, precooled to −20° C.) and the solid filtered off, quickly transferred to a flask and covered with hex... Reactants: ClC[Si](OC(C)C)(C1=CC=C(C=C1)F)C1=CC=C(C=C1)F (chloromethyl[bis(4-fluorophenyl)](2-propoxy)silane), F (hydrofluoric acid). Solvent: C(C)O (ethanol). The product is ClC[Si](C1=CC=C(C=C1)F)(C1=CC=C(C=C1)F)F (chloromethyl(fluoro)[bis(4-fluorophenyl)]silane). The yield is 100.0%. As a reaction SMILES: [Cl:1][CH2:2][Si:3]([C:15]1[CH:20]=[CH:19][C:18]([F:21])=[CH:17][CH:16]=1)([C:8]1[CH:13]=[CH:12][C:11]([F:14])=[CH:10][CH:9]=1)OC(C)C.[FH:22]>C(O)C>[Cl:1][CH2:2][Si:3]([F:22])([C:15]1[CH:20]=[CH:19][C:18]([F:21])=[CH:17][CH:16]=1)[C:8]1[CH:13]=[CH:12][C:11]([F:14])=[CH:10][CH:9]=1. Reported procedure: A solution of 11.0 g (33.7 mmol) of chloromethyl[bis(4-fluorophenyl)](2-propoxy)silane and 10 ml of 49% aqueous hydrofluoric acid in ethanol was refluxed for 2 hours under nitrogen, cooled, and partitioned between water and ether. The organic layer was washed with water and brine, dried over magnesium sulfate, and evaporated to leave 9.7 g (100%) of chloromethyl(fluoro)[bis(4-fluorophenyl)]silane as a mobile oil: nD22 1.5387; nmr (CDCl3) 3.2 (2H, d), 7.2 (4H, t), 7.8 (4H, d of d). Procedure: A mixture of (2S)-1-amino-3-(4-benzyloxy-phenoxy)-propan-2-ol ( ) (0.9 g, 3.3 mmol) 0.2 mL of acetic acid and 10% Pd/C (0.3 g) in 70 mL of ethanol was pressurized with 20 psi hydrogen and shaken over 2 hours. The catalyst was then removed by filtering through a short pad of silica gel and the solvent was removed to give the title compound as an off-white solid; 1H NMR (300 MHz, DMSO-d6) δ 1.86 (s, 1 H), 2.66 (dd, J=12.8, 5.3 Hz, 1H), 2.85 (dd, J=12.8, 3.5 Hz, 1H), 3.79-3.95 (m, 3 H), 6.67 (d, J=... Reactants: NC[C@@H](COC1=CC=C(C=C1)OCC1=CC=CC=C1)O ((2S)-1-amino-3-(4-benzyloxy-phenoxy)-propan-2-ol), C(C)(=O)O (acetic acid), [H][H] (hydrogen). The product is NC[C@@H](COC1=CC=C(C=C1)O)O ((2S)-1-Amino-3-(4-hydroxy-phenoxy)-propan-2-ol). The reagents and catalysts are [Pd] (Pd/C). As a reaction SMILES: [NH2:1][CH2:2][C@H:3]([OH:20])[CH2:4][O:5][C:6]1[CH:11]=[CH:10][C:9]([O:12]CC2C=CC=CC=2)=[CH:8][CH:7]=1.C(O)(=O)C.[H][H]>C(O)C.[Pd]>[NH2:1][CH2:2][C@H:3]([OH:20])[CH2:4][O:5][C:6]1[CH:11]=[CH:10][C:9]([OH:12])=[CH:8][CH:7]=1. Solvent: C(C)O (ethanol). Run at time 2 hour. The reactants are NC=1SC(=C(N1)C(=O)N1[C@@H]([C@H]2C[C@H]2C1)CN)C1=CC(=CC=C1)F ([2-Amino-5-(3-fluoro-phenyl)-thiazol-4-yl]-((1S,2S,5R)-2-aminomethyl-3-aza-bicyclo[3.1.0]hex-3-yl)-methanone), N1=C(C=CC2=CC=CC=C12)C(=O)O (Quinoline-2-carboxylic acid). The product is NC=1SC(=C(N1)C(=O)N1[C@@H]([C@H]2C[C@H]2C1)CNC(=O)C1=NC2=CC=CC=C2C=C1)C1=CC(=CC=C1)F (Quinoline-2-carboxylic Acid{(1S,2S,5R)-3-[2-amino-5-(3-fluoro-phenyl)-thiazole-4-carbonyl]-3-aza-bicyclo[3.1.0]hex-2-ylmethyl}-amide). Reaction SMILES: [NH2:1][C:2]1[S:3][C:4]([C:17]2[CH:22]=[CH:21][CH:20]=[C:19]([F:23])[CH:18]=2)=[C:5]([C:7]([N:9]2[CH2:14][C@H:13]3[C@H:11]([CH2:12]3)[C@H:10]2[CH2:15][NH2:16])=[O:8])[N:6]=1.[N:24]1[C:33]2[C:28](=[CH:29][CH:30]=[CH:31][CH:32]=2)[CH:27]=[CH:26][C:25]=1[C:34](O)=[O:35]>>[NH2:1][C:2]1[S:3][C:4]([C:17]2[CH:22]=[CH:21][CH:20]=[C:19]([F:23])[CH:18]=2)=[C:5]([C:7]([N:9]2[CH2:14][C@H:13]3[C@H:11]([CH2:12]3)[C@H:10]2[CH2:15][NH:16][C:34]([C:25]2[CH:26]=[CH:27][C:28]3[C:33](=[CH:32][CH:31]=[CH:30][CH:29]=3)[N:24]=2)=[O:35])=[O:8])[N:6]=1. Procedure: prepared by reaction of [2-Amino-5-(3-fluoro-phenyl)-thiazol-4-yl]-((1S,2S,5R)-2-aminomethyl-3-aza-bicyclo[3.1.0]hex-3-yl)-methanone with Quinoline-2-carboxylic acid. LC-MS (basic): tR=0.83 min; [M+H]+=488.4. Reaction SMILES: [F:1][C:2]([F:7])([F:6])[C:3]([OH:5])=[O:4].[F:8][C:9]([F:14])([F:13])[C:10]([OH:12])=[O:11].FC(F)(F)C(O)=O.[Cl:22][C:23]1[CH:24]=[N:25][C:26]2[NH:27][C:28]3[CH:29]=[N:30][CH:31]=[C:32]([CH:54]=3)[CH2:33][CH2:34][C:35]3[CH:43]=[C:39]([NH:40][C:41]=1[N:42]=2)[CH:38]=[CH:37][C:36]=3[NH:44][C:45](=[O:53])[CH2:46][CH:47]1[CH2:52][CH2:51][NH:50][CH2:49][CH2:48]1.[CH3:55][N:56]=[C:57]=[O:58]>>[F:1][C:2]([F:7])([F:6])[C:3]([OH:5])=[O:4].[F:8][C:9]([F:14])([F:13])[C:10]([OH:12])=[O:11].[Cl:22][C:23]1[CH:24]=[N:25][C:26]2[NH:27][C:28]3[CH:29]=[N:30][CH:31]=[C:32]([CH:54]=3)[CH2:33][CH2:34][C:35]3[CH:43]=[C:39]([NH:40][C:41]=1[N:42]=2)[CH:38]=[CH:37][C:36]=3[NH:44][C:45](=[O:53])[CH2:46][CH:47]1[CH2:52][CH2:51][N:50]([C:57]([NH:56][CH3:55])=[O:58])[CH2:49][CH2:48]1 |f:0.1.2.3,5.6.7|. Reported procedure: The desired compound was prepared according to the procedure of Example A9, step H using N-[6-chloro-2,4,8,18,22-pentaazatetracyclo[14.3.1.1(3,7).1(9,13)]docosa-1(20),3(22),4,6,9(21),10,12,16,18-nonaen-12-yl]-2-piperidin-4-ylacetamide tris(trifluoroacetate) and methyl isocyanate as starting materials in 43% yield. 1H NMR (300 MHz, DMSO-d6): δ 10.08 (s, 1H), 9.40 (m, 2H), 9.05 (s, 1H), 8.33 (m, 2H), 8.20 (s, 1H), 7.63 (m, 1H), 7.30 (m, 1H), 7.09 (m, 1H), 6.38 (m, 1H), 3.92 (m, 2H), 2.97 (s, 4H), ... The product is FC(C(=O)O)(F)F.FC(C(=O)O)(F)F.ClC=1C=NC=2NC=3C=NC=C(CCC4=C(C=CC(NC1N2)=C4)NC(CC4CCN(CC4)C(=O)NC)=O)C3 (4-(2-{[6-Chloro-2,4,8,18,22-pentaazatetracyclo[14.3.1.1(3,7).1(9,13)]docosa-1(20),3(22),4,6,9(21),10,12,16,18-nonaen-12-yl]amino}-2-oxoethyl)-N-methylpiperidine-1-carboxamide bis(trifluoroacetate)). Starting materials: FC(C(=O)O)(F)F.FC(C(=O)O)(F)F.FC(C(=O)O)(F)F.ClC=1C=NC=2NC=3C=NC=C(CCC4=C(C=CC(NC1N2)=C4)NC(CC4CCNCC4)=O)C3 (N-[6-chloro-2,4,8,18,22-pentaazatetracyclo[14.3.1.1(3,7).1(9,13)]docosa-1(20),3(22),4,6,9(21),10,12,16,18-nonaen-12-yl]-2-piperidin-4-ylacetamide tris(trifluoroacetate)), CN=C=O (methyl isocyanate). Isolated yield 43.0%. The reactants are CC(N=C=NC(C)C)C (DIC), COC(C(C(CC(=O)OC(C)(C)C)C(=O)O)CCC1=CC=CC=C1)=O (3-Carboxy-2-phenethyl-pentandioic acid 5-tert-butyl ester 1-methyl ester), C=1C=CC2=C(C1)N=NN2O (HOBt), C=1(C(=CC=CC1)CCN)C1=CC=CC=C1 (Biphenyl ethylamine). Solvent: CN(C)C=O (DMF). Run at time 20 minute. The product is COC(C(C(CC(=O)OC(C)(C)C)C(NCCC1=CC=C(C=C1)C1=CC=CC=C1)=O)CCC1=CC=CC=C1)=O (3-(2-Biphenyl-4-yl-ethylcarbamoyl)-2-phenethyl-pentanedioic acid 5-tertbutyl ester 1-methyl ester). As a reaction SMILES: [CH3:1][O:2][C:3](=[O:25])[CH:4]([CH2:17][CH2:18][C:19]1[CH:24]=[CH:23][CH:22]=[CH:21][CH:20]=1)[CH:5]([C:14]([OH:16])=O)[CH2:6][C:7]([O:9][C:10]([CH3:13])([CH3:12])[CH3:11])=[O:8].C1C=C[C:29]2N(O)N=[N:32][C:30]=2C=1.[C:36]1([C:45]2[CH:50]=[CH:49][CH:48]=[CH:47][CH:46]=2)[C:37](CCN)=[CH:38][CH:39]=[CH:40][CH:41]=1.CC(C)N=C=NC(C)C>CN(C=O)C>[CH3:1][O:2][C:3](=[O:25])[CH:4]([CH2:17][CH2:18][C:19]1[CH:20]=[CH:21][CH:22]=[CH:23][CH:24]=1)[CH:5]([C:14](=[O:16])[NH:32][CH2:30][CH2:29][C:48]1[CH:47]=[CH:46][C:45]([C:36]2[CH:41]=[CH:40][CH:39]=[CH:38][CH:37]=2)=[CH:50][CH:49]=1)[CH2:6][C:7]([O:9][C:10]([CH3:12])([CH3:13])[CH3:11])=[O:8]. Reported procedure: A solution of the compound of example 53 (590 mg, 1.68 mmol) and HOBt (272 mg, 2.016 mmol) in anhydrous DMF was stirred in an ice bath for 10 minutes. Biphenyl ethylamine (404 mg, 2.02 mmol) was added followed by the addition of DIC (320 μL, 2.01 mmol). After 20 minutes, the ice bath was removed and stirring was continued at room temperature. After 24 h of stirring, the reaction mixture was partitioned between ethyl acetate and HCl (1M, excess). The aqueous phase was extracted several times with...